Dataset: the Open Reaction Database (ORD), a public repository of structured organic reaction records. Task: describe an organic reaction: reactants, conditions, products, and yield As a reaction SMILES: [CH2:1]([S:17][CH2:18][CH:19]([CH2:22][O:23][S:24]([CH3:27])(=[O:26])=[O:25])[O:20][CH3:21])[CH2:2][CH2:3][CH2:4][CH2:5][CH2:6][CH2:7][CH2:8][CH2:9][CH2:10][CH2:11][CH2:12][CH2:13][CH2:14][CH2:15][CH3:16].[CH2:28](SCC(CO)OCC)CCCCCCCCCCCCCCC.CS(Cl)(=O)=O>>[CH2:1]([S:17][CH2:18][CH:19]([CH2:22][O:23][S:24]([CH3:27])(=[O:26])=[O:25])[O:20][CH2:21][CH3:28])[CH2:2][CH2:3][CH2:4][CH2:5][CH2:6][CH2:7][CH2:8][CH2:9][CH2:10][CH2:11][CH2:12][CH2:13][CH2:14][CH2:15][CH3:16]. The product is C(CCCCCCCCCCCCCCC)SCC(OCC)COS(=O)(=O)C ((±)-1-S-hexadecyl-2-O-ethyl-3-O-mesylthioglycerol). Yield: 94.0%. Reported procedure: This compound was prepared in an analogous manner to that of (±)-1-S-hexadecyl-2-O-methyl-3-O-mesylthioglycerol from 5.5 grams (0.016 mole) of (±)-1-S-hexadecyl-2-O-ethylthioglycerol and 2.2 grams (0.019 mole) of methanesulfonyl chloride. This resulted in 6.2 grams of product (94%) as an oil. 1H-NMR (CDCl3): delta, 0.87(t, 3H, terminal methyl), 1.2-1.6[m, 31H, (CH2)14, CH3 --CH2 --O], 2.58(m, 2H, S--CH2), 2.62(m, 2H, CH--CH2 --S), 3.08(s, 3H, SO2 --CH3), 3.40-3.50(m, 3H, CH, CH3 --CH2 --O), 4.35... Reactants: C(CCCCCCCCCCCCCCC)SCC(OC)COS(=O)(=O)C ((±)-1-S-hexadecyl-2-O-methyl-3-O-mesylthioglycerol), C(CCCCCCCCCCCCCCC)SCC(OCC)CO ((±)-1-S-hexadecyl-2-O-ethylthioglycerol), CS(=O)(=O)Cl (methanesulfonyl chloride).